From a dataset of the Open Reaction Database (ORD), a public repository of structured organic reaction records. describe an organic reaction: reactants, conditions, products, and yield The reactants are C1(=CC=CC=C1)P(C1=CC=CC=C1)C1=CC=CC=C1 (Triphenylphosphine), [C@H]1(CCC2=CC=CC=C12)NC1=NC2=CC=CC(=C2C=C1)I ((R)-Indan-1-yl-(5-iodo-quinolin-2-yl)-amine), C1(=CC=CC=C1)B(O)O (Phenylboronic acid). Reagents/catalysts: C(C)(=O)[O-].[Pd+2].C(C)(=O)[O-] (Palladium acetate). Solvent: COCCOC (1,2-dimethoxyethane), O (water), C([O-])([O-])=O.[Na+].[Na+] (sodium carbonate). Yields the product [C@H]1(CCC2=CC=CC=C12)NC1=NC2=CC=CC(=C2C=C1)C1=CC=CC=C1 ((R)-Indan-1-yl-(5-phenyl-quinolin-2-yl)-amine), solid. Isolated yield 87.0%. As a reaction SMILES: [C@H:1]1([NH:10][C:11]2[CH:20]=[CH:19][C:18]3[C:13](=[CH:14][CH:15]=[CH:16][C:17]=3I)[N:12]=2)[C:9]2[C:4](=[CH:5][CH:6]=[CH:7][CH:8]=2)[CH2:3][CH2:2]1.[C:22]1(B(O)O)[CH:27]=[CH:26][CH:25]=[CH:24][CH:23]=1.C1(P(C2C=CC=CC=2)C2C=CC=CC=2)C=CC=CC=1>COCCOC.C(=O)([O-])[O-].[Na+].[Na+].O.C([O-])(=O)C.[Pd+2].C([O-])(=O)C>[C@H:1]1([NH:10][C:11]2[CH:20]=[CH:19][C:18]3[C:13](=[CH:14][CH:15]=[CH:16][C:17]=3[C:22]3[CH:27]=[CH:26][CH:25]=[CH:24][CH:23]=3)[N:12]=2)[C:9]2[C:4](=[CH:5][CH:6]=[CH:7][CH:8]=2)[CH2:3][CH2:2]1 |f:4.5.6,8.9.10|. Reported procedure: (R)-Indan-1-yl-(5-iodo-quinolin-2-yl)-amine (150 mg, 0.39 mmol) was dissolved in 5 mL 1,2-dimethoxyethane and 2.5 mL 1M sodium carbonate solution. Phenylboronic acid (59 mg, 0.48 mmol) was added. Argon was bubbled through the solution for 2 minutes to remove oxygen. Triphenylphosphine (11 mg, 0.04 mmol) and Palladium acetate (4 mg, 0.02 mmol) were added. The reaction mixture was refluxed overnight. The reaction was diluted with 50 mL water and the mixture was extracted three times with ethyl ace... Reactants: CCCCC(CCO)N(Cc1ccccc1)C(C)c1ccccc1, CCO. The product is CCCCC(N)CCO. Reaction SMILES: [CH2:1]([N:8]([CH:2]([c:3]1[cH:4][cH:5][cH:6][cH:7][cH:17]1)[CH3:18])[CH:9]([CH2:10][CH2:11][OH:12])[CH2:13][CH2:14][CH2:15][CH3:16])[c:19]1[cH:20][cH:21][cH:22][cH:23][cH:24]1.[CH3:25][CH2:26][OH:27]>>[NH2:8][CH:9]([CH2:10][CH2:11][OH:12])[CH2:13][CH2:14][CH2:15][CH3:16].